This data is from the Open Reaction Database (ORD), a public repository of structured organic reaction records. The task is: describe an organic reaction: reactants, conditions, products, and yield Reactants: C(C(=O)Cl)(=O)Cl (oxalyl chloride), COC1=CC=C(N)C=C1 (4-methoxyaniline), COC1=C(C=C(C(=O)O)C=C1)[N+](=O)[O-] (4-methoxy-3-nitrobenzoic acid), CN(C=O)C (dimethylformamide). Yields the product NC=1C=C(C(=O)NC2=CC=C(C=C2)OC)C=CC1OC (3-Amino-4-methoxy-N-(4-methoxyphenyl)-benzamide). Isolated yield 64.4%. As a reaction SMILES: C(Cl)(=O)C(Cl)=O.[CH3:7][O:8][C:9]1[CH:17]=[CH:16][C:12]([C:13]([OH:15])=O)=[CH:11][C:10]=1[N+:18]([O-])=O.CN(C)C=O.[CH3:26][O:27][C:28]1[CH:34]=[CH:33][C:31]([NH2:32])=[CH:30][CH:29]=1>>[NH2:18][C:10]1[CH:11]=[C:12]([CH:16]=[CH:17][C:9]=1[O:8][CH3:7])[C:13]([NH:32][C:31]1[CH:33]=[CH:34][C:28]([O:27][CH3:26])=[CH:29][CH:30]=1)=[O:15]. Procedure details: Prepared according to the procedure described for Example 1 using oxalyl chloride (3.0 mL, 34.39 mmol), 4-methoxy-3-nitrobenzoic acid (5.00 g, 25.36 mmol), dimethylformamide (0.5 mL, 6.5 mmol), and 4-methoxyaniline (6.25 g, 50.7 mmol) to afford the product (4.45 g); m.p. 164-167° C. Starting materials: CCO, CCOC(C)=O, Cc1ccc(-c2cc(Cl)c3cc(Cl)ccc3n2)cc1, [Cu], [I-], [NH4+], NC(=O)C1CCNCC1, [Na+], [OH-], O, Oc1ccccc1. Product: Cc1ccc(-c2cc(N3CCC(C(N)=O)CC3)c3cc(Cl)ccc3n2)cc1. As a reaction SMILES: [CH3:42][CH2:43][OH:44].[CH3:45][CH2:46][O:47][C:48](=[O:49])[CH3:50].[Cl:1][c:2]1[cH:3][c:4](-[c:13]2[cH:14][cH:15][c:16]([CH3:19])[cH:17][cH:18]2)[n:5][c:6]2[cH:7][cH:8][c:9]([Cl:12])[cH:10][c:11]12.[Cu:41].[I-:37].[NH4+:38].[NH:20]1[CH2:21][CH2:22][CH:23]([C:24](=[O:25])[NH2:26])[CH2:27][CH2:28]1.[Na+:36].[OH-:39].[OH2:40].[OH:29][c:30]1[cH:31][cH:32][cH:33][cH:34][cH:35]1>>[c:2]1([N:20]2[CH2:21][CH2:22][CH:23]([C:24](=[O:25])[NH2:26])[CH2:27][CH2:28]2)[cH:3][c:4](-[c:13]2[cH:14][cH:15][c:16]([CH3:19])[cH:17][cH:18]2)[n:5][c:6]2[cH:7][cH:8][c:9]([Cl:12])[cH:10][c:11]12. Starting materials: [H-] (hydride), S1C(=CC=C1)C1=CC=C2C=C(C=NC2=C1)C(=O)[O-] (7-(2-thienyl)-3-quinolinecarboxylate), O (water). Run in O1CCCC1 (tetrahydrofuran). Run at time 30 minute. Yields the product S1C(=CC=C1)C1=CC=C2C=C(C=NC2=C1)CO (7-(2-thienyl)-3-quinolylmethanol). Isolated yield 56.9%. Reaction SMILES: [H-].[S:2]1[CH:6]=[CH:5][CH:4]=[C:3]1[C:7]1[CH:16]=[C:15]2[C:10]([CH:11]=[C:12]([C:17]([O-])=[O:18])[CH:13]=[N:14]2)=[CH:9][CH:8]=1.O>O1CCCC1>[S:2]1[CH:6]=[CH:5][CH:4]=[C:3]1[C:7]1[CH:16]=[C:15]2[C:10]([CH:11]=[C:12]([CH2:17][OH:18])[CH:13]=[N:14]2)=[CH:9][CH:8]=1. Procedure details: Diisobutylalminium hydride (1M in toluene, 7.2 ml) was added dropwise to a stirred solution of 7-(2-thienyl)-3-quinolinecarboxylate (500 mg) in tetrahydrofuran (30 m) at 0° C. After stirring for 30 min, the reaction mixture was poured into water and extracted with ethyl acetate. The ethyl acetate layer was washed with brine, dried (MgSO4), and concentrated. The residue was purified by silica gel column chromatography. From the fraction eluted with ethyl acetate-hexane (1:2, v/v) 7-(2-thienyl)-3-... Reactants: BrBr (bromine), O[C@H]1C[C@@H]2CC[C@H]3[C@@H]4CC[C@H](C(C)=O)[C@]4(CC([C@@H]3[C@]2(C[C@@H]1OC)C)=O)C (3α-hydroxy-2β-methoxy-5α-pregnane-11,20-dione), Br (hydrobromic acid), O (water). Reagents/catalysts: C(C)(=O)O (acetic acid). The solvent is CO (methanol), CO (methanol). Product: BrCC([C@H]1CC[C@H]2[C@@H]3CC[C@H]4C[C@@H]([C@H](C[C@]4(C)[C@H]3C(C[C@]12C)=O)OC)O)=O (21-Bromo-3α-hydroxy-2β-methoxy-5α-pregnane-11,20-dione). Reaction SMILES: [OH:1][C@@H:2]1[C@@H:21]([O:22][CH3:23])[CH2:20][C@@:19]2([CH3:24])[C@@H:4]([CH2:5][CH2:6][C@@H:7]3[C@@H:18]2[C:17](=[O:25])[CH2:16][C@@:15]2([CH3:26])[C@H:8]3[CH2:9][CH2:10][C@@H:11]2[C:12](=[O:14])[CH3:13])[CH2:3]1.[BrH:27].BrBr.O>CO.C(O)(=O)C>[Br:27][CH2:13][C:12](=[O:14])[C@@H:11]1[C@:15]2([CH3:26])[C@H:8]([C@H:7]3[C@H:18]([C:17](=[O:25])[CH2:16]2)[C@:19]2([CH3:24])[C@H:4]([CH2:3][C@H:2]([OH:1])[C@@H:21]([O:22][CH3:23])[CH2:20]2)[CH2:5][CH2:6]3)[CH2:9][CH2:10]1. Reported procedure: A solution of 3α-hydroxy-2β-methoxy-5α-pregnane-11,20-dione (2 g.) in methanol (15 ml.) was treated with hydrobromic acid in glacial acetic acid (3 drops). The mixture was stirred at room temperature and bromine (530 mg.) in methanol (1.45 ml.) was added dropwise over a period of 30 minutes. The mixture was stirred for a further 30 minutes and poured into water, stirred, filtered, washed with water and dried. Purification by preparative t.l.c., followed by crystallisation from ethyl acetate and ...